From a dataset of the Open Reaction Database (ORD), a public repository of structured organic reaction records. describe an organic reaction: reactants, conditions, products, and yield The reactants are COS(=O)(=O)OC, CC(C)=O, COC(=O)c1sc(C)c(C)c1O. Yields the product COC(=O)c1sc(C)c(C)c1OC. Reaction SMILES: [CH3:13][O:14][S:15]([O:16][CH3:17])(=[O:18])=[O:19].[CH3:20][C:21](=[O:22])[CH3:23].[OH:1][c:2]1[c:3]([C:9](=[O:10])[O:11][CH3:12])[s:4][c:5]([CH3:8])[c:6]1[CH3:7]>>[O:1]([c:2]1[c:3]([C:9](=[O:10])[O:11][CH3:12])[s:4][c:5]([CH3:8])[c:6]1[CH3:7])[CH3:13]. Starting materials: NC1=C2N=C(N(C2=NC(=N1)NC1=CC=CC=C1)CC1=CC=CC=C1)Br (6-Amino-2-anilino-9-benzyl-8-bromopurine), CO (methanol), N (ammonia). Solvent: Cl (hydrochloric acid). Yields the product NC1=C2N=C(N(C2=NC(=N1)NC1=CC=CC=C1)CC1=CC=CC=C1)O (6-Amino-2-anilino-9-benzyl-8-hydroxypurine). As a reaction SMILES: [NH2:1][C:2]1[N:10]=[C:9]([NH:11][C:12]2[CH:17]=[CH:16][CH:15]=[CH:14][CH:13]=2)[N:8]=[C:7]2[C:3]=1[N:4]=[C:5](Br)[N:6]2[CH2:18][C:19]1[CH:24]=[CH:23][CH:22]=[CH:21][CH:20]=1.N.C[OH:28]>Cl>[NH2:1][C:2]1[N:10]=[C:9]([NH:11][C:12]2[CH:17]=[CH:16][CH:15]=[CH:14][CH:13]=2)[N:8]=[C:7]2[C:3]=1[N:4]=[C:5]([OH:28])[N:6]2[CH2:18][C:19]1[CH:24]=[CH:23][CH:22]=[CH:21][CH:20]=1. Procedure details: 6-Amino-2-anilino-9-benzyl-8-bromopurine (80 mg, 0.20 mmol) in concentrated hydrochloric acid (200 ml) and methanol (50 ml) were refluxed for 5 hours under heating. The reaction mixture was condensed in vacuo, 28% aqueous ammonia was added to the residue. The resulting solid was filtered, washed with water and dried to give the subject compound (67 mg yield: quantitatively). Starting materials: COC=1C=CC(=C(C1)O)[N+](=O)[O-] (5-methoxy-2-nitrophenol). The reagents and catalysts are [Pd] (Pd/C). The solvent is C(C)(=O)OCC.C(C)O (ethyl acetate ethanol). Conditions: time 3.5 hour. The product is NC1=C(C=C(C=C1)OC)O (2-amino-5-methoxyphenol). The yield is 98.1%. RXN SMILES: [CH3:1][O:2][C:3]1[CH:4]=[CH:5][C:6]([N+:10]([O-])=O)=[C:7]([OH:9])[CH:8]=1>[Pd].C(OCC)(=O)C.C(O)C>[NH2:10][C:6]1[CH:5]=[CH:4][C:3]([O:2][CH3:1])=[CH:8][C:7]=1[OH:9] |f:2.3|. Reported procedure: Subsequently, a mixture of 5-methoxy-2-nitrophenol (7.47 g) and 10% Pd/C (1.87 g) was prepared in an ethyl acetate/ethanol (100 mL, 1:1 v/v) mixture. The resulting slurry was stirred under an H2 atmosphere for 3.5 h at room temperature. Hydrogen was subsequently purged from the reaction flask and the reaction mixture was filtered through Celite. After washing the celite pad with additional solvent, volatiles in the resultant filtrate were removed in vacuo to give 2-amino-5-methoxyphenol (6.03 g,... The reactants are O1C(CCC1)C(=O)N1CCNCC1 (N-(tetrahydrofuran-2-carbonyl) piperazine), NC1=NC(=NC2=CC(=C(C=C12)OC)OC)Cl (4-Amino-2-chloro-6,7-bismethoxyquinazoline). Product: COC=1C=C2C(=CC1OC)N=C(N=C2N)N3CCN(CC3)C(=O)C4CCCO4.Cl (Terazosin hydrochloride). Yield: 73.3%. RXN SMILES: [O:1]1[CH2:5][CH2:4][CH2:3][CH:2]1[C:6]([N:8]1[CH2:13][CH2:12][NH:11][CH2:10][CH2:9]1)=[O:7].[NH2:14][C:15]1[C:24]2[C:19](=[CH:20][C:21]([O:27][CH3:28])=[C:22]([O:25][CH3:26])[CH:23]=2)[N:18]=[C:17]([Cl:29])[N:16]=1>>[CH3:26][O:25][C:22]1[CH:23]=[C:24]2[C:15]([NH2:14])=[N:16][C:17]([N:11]3[CH2:10][CH2:9][N:8]([C:6]([CH:2]4[O:1][CH2:5][CH2:4][CH2:3]4)=[O:7])[CH2:13][CH2:12]3)=[N:18][C:19]2=[CH:20][C:21]=1[O:27][CH3:28].[ClH:29] |f:2.3|. Procedure details: The procedures of Example 9 were followed except that Compound 3 from Example 1 (3.0 grams, 16.3 mmole) and 4-amino-2-chloro-6,7-bismethoxy quinazoline III (3.8 grams, 16.1 mmole) were reacted to obtain 5.0 grams of Terazosin hydrochloride (Yield: 73%). After alkalification, 4.7 grams of white Terazosin solid was obtained.